Dataset: the Open Reaction Database (ORD), a public repository of structured organic reaction records. Task: describe an organic reaction: reactants, conditions, products, and yield Reactants: ClC1=C(N)C=CC(=C1)OC1=NC=NC2=CC(=C(C=C12)OC)OC (2-Chloro-4-[(6,7-dimethoxy-4-quinazolinyl)oxy]-aniline), C1(=CC=CC=C1)C (toluene), C([O-])(O)=O.[Na+] (sodium bicarbonate), ClC(Cl)(OC(OC(Cl)(Cl)Cl)=O)Cl (triphosgene). The solvent is C(C)N(CC)CC (triethylamine), C(Cl)Cl (methylene chloride), C(CCC)O (1-butanol). Yields the product ClC1=C(C=CC(=C1)OC1=NC=NC2=CC(=C(C=C12)OC)OC)NC(OCCCC)=O (Butyl N-{2-chloro-4-[(6,7-dimethoxy-4-quinazolinyl)oxy]phenyl}carbamate). Isolated yield 66.0%. RXN SMILES: [Cl:1][C:2]1[CH:8]=[C:7]([O:9][C:10]2[C:19]3[C:14](=[CH:15][C:16]([O:22][CH3:23])=[C:17]([O:20][CH3:21])[CH:18]=3)[N:13]=[CH:12][N:11]=2)[CH:6]=[CH:5][C:3]=1[NH2:4].[C:24]1(C)C=C[CH:27]=[CH:26][CH:25]=1.ClC(Cl)([O:34][C:35](=O)[O:36]C(Cl)(Cl)Cl)Cl.C(=O)(O)[O-].[Na+]>C(Cl)Cl.C(O)CCC.C(N(CC)CC)C>[Cl:1][C:2]1[CH:8]=[C:7]([O:9][C:10]2[C:19]3[C:14](=[CH:15][C:16]([O:22][CH3:23])=[C:17]([O:20][CH3:21])[CH:18]=3)[N:13]=[CH:12][N:11]=2)[CH:6]=[CH:5][C:3]=1[NH:4][C:35](=[O:34])[O:36][CH2:27][CH2:26][CH2:25][CH3:24] |f:3.4|. Procedure details: 2-Chloro-4-[(6,7-dimethoxy-4-quinazolinyl)oxy]-aniline (50 mg) was added to toluene (5 ml), and triethylamine (0.5 ml), and the mixture was heated under reflux to prepare a solution. A solution of triphosgene (68 mg) in methylene chloride was then added thereto, and the mixture was heated under reflux for 10 min. Next, 1-butanol (17 mg) was added thereto, and the mixture was further stirred with heating under reflux for 3 hr. A saturated aqueous sodium bicarbonate solution was added to stop the ... Run at time 30 minute. Procedure details: A THF (2.0 ml) solution of triethyl phosphonoacetate (EtO)2P(O)CH2COOEt (0.224 g, 0.198 ml, 1.00 mmol) was added at 0° C. under argon atmosphere to sodium hydride (content 60%, oil dispersion, 42 mg, 1.04 mmol) which had been washed with hexane, and the mixture was stirred for 30 minutes. To the mixture was added a THF (1 ml) solution of 3-methyl-2-bis(4-fluorophenyl)methylidenbutanal (0.286 g, 1.0 mmol) prepared according to the method described in Tetrahedron Lett., 29, 929 (1988). After stirr... Isolated yield 79.0%. Product: CC(C(/C=C/C(=O)OCC)=C(C1=CC=C(C=C1)F)C1=CC=C(C=C1)F)C (ethyl (E)-5-methyl-4-bis(4-fluorophenyl)methylidene-2-hexenoate). RXN SMILES: [CH2:1]1[CH2:5][O:4][CH2:3][CH2:2]1.[H-].[Na+].[CH3:8][CH:9]([CH3:28])[C:10](=[C:13]([C:21]1[CH:26]=[CH:25][C:24]([F:27])=[CH:23][CH:22]=1)[C:14]1[CH:19]=[CH:18][C:17]([F:20])=[CH:16][CH:15]=1)[CH:11]=O.[OH2:29]>>[CH3:8][CH:9]([CH3:28])[C:10](=[C:13]([C:14]1[CH:15]=[CH:16][C:17]([F:20])=[CH:18][CH:19]=1)[C:21]1[CH:26]=[CH:25][C:24]([F:27])=[CH:23][CH:22]=1)/[CH:11]=[CH:2]/[C:3]([O:4][CH2:5][CH3:1])=[O:29] |f:1.2|. Reactants: C1CCOC1 (THF), triethyl phosphonoacetate (EtO)2P(O)CH2COOEt, [H-].[Na+] (sodium hydride), C1CCOC1 (THF), CC(C(C=O)=C(C1=CC=C(C=C1)F)C1=CC=C(C=C1)F)C (3-methyl-2-bis(4-fluorophenyl)methylidenbutanal), O (water). Reactants: CCCCc1nc(C)c(C)c(=O)[nH]1, O=P(Cl)(Cl)Cl. Yields the product CCCCc1nc(C)c(C)c(Cl)n1. Reaction SMILES: [CH2:1]([CH2:2][CH2:3][CH3:4])[c:5]1[n:6][c:7]([CH3:13])[c:8]([CH3:12])[c:9](=[O:11])[nH:10]1.[P:14]([Cl:15])([Cl:16])([Cl:17])=[O:18]>>[CH2:1]([CH2:2][CH2:3][CH3:4])[c:5]1[n:6][c:7]([CH3:13])[c:8]([CH3:12])[c:9]([Cl:16])[n:10]1. Starting materials: ClC1=C(C=C(C=C1)Cl)S(=O)(=O)NCC=1C=C(C=CC1)C=1C=C2C(=CNC2=C(C1)C(=O)N)C1CCN(CC1)S(=O)(=O)CC (5-[3-({[(2,5-dichlorophenyl)sulfonyl]amino}methyl)phenyl]-3-[1-(ethylsulfonyl)-4-piperidinyl]-1H-indole-7-carboxamide), ClC1=C(C=C(C=C1)Cl)S(=O)(=O)Cl (2,5-dichlorobenzenesulfonyl chloride). Product: ClC=1SC(=CC1S(=O)(=O)NCC=1C=C(C=CC1)C=1C=C2C(=CNC2=C(C1)C(=O)N)C1CCN(CC1)S(=O)(=O)CC)Cl (5-[3-({[(2,5-dichloro-3-thienyl)sulfonyl]amino}methyl)phenyl]-3-[1-(ethylsulfonyl)-4-piperidinyl]-1H-indole-7-carboxamide). Yield: 27.0%. RXN SMILES: [Cl:1][C:2]1C=C[C:5]([Cl:8])=[CH:4][C:3]=1[S:9]([NH:12][CH2:13][C:14]1[CH:15]=[C:16]([C:20]2[CH:21]=[C:22]3[C:26](=[C:27]([C:29]([NH2:31])=[O:30])[CH:28]=2)[NH:25][CH:24]=[C:23]3[CH:32]2[CH2:37][CH2:36][N:35]([S:38]([CH2:41][CH3:42])(=[O:40])=[O:39])[CH2:34][CH2:33]2)[CH:17]=[CH:18][CH:19]=1)(=[O:11])=[O:10].ClC1C=CC(Cl)=CC=1[S:51](Cl)(=O)=O>>[Cl:1][C:2]1[S:51][C:5]([Cl:8])=[CH:4][C:3]=1[S:9]([NH:12][CH2:13][C:14]1[CH:15]=[C:16]([C:20]2[CH:21]=[C:22]3[C:26](=[C:27]([C:29]([NH2:31])=[O:30])[CH:28]=2)[NH:25][CH:24]=[C:23]3[CH:32]2[CH2:33][CH2:34][N:35]([S:38]([CH2:41][CH3:42])(=[O:40])=[O:39])[CH2:36][CH2:37]2)[CH:17]=[CH:18][CH:19]=1)(=[O:11])=[O:10]. Procedure: The title compound was prepared according to the general procedure of 5-[3-({[(2,5-dichlorophenyl)sulfonyl]amino}methyl)phenyl]-3-[1-(ethylsulfonyl)-4-piperidinyl]-1H-indole-7-carboxamide substituting 2,5-dichloro-3-thiophenesulfonyl chloride (86 mg, 0.352 mmol) for 2,5-dichlorobenzenesulfonyl chloride. Reaction mixture was then concentrated and purified by Gilson Preparatory HPLC to give 16.7 mg the title compound (27%). Starting materials: [Xe]F (Xenon fluoride), ClC1=C(CN2C(=CC=3N(C(N(C(C32)=O)C)=O)C)N3C[C@@H](CCC3)NC(OC(C)(C)C)=O)C=CC=C1 (tert-butyl {(3R)-1-[5-(2-chlorobenzyl)-1,3-dimethyl-2,4-dioxo-2,3,4,5-tetrahydro-1H-pyrrolo[3,2-d]pyrimidin-6-yl]piperidin-3-yl}carbamate), C(O)([O-])=O.[Na+] (sodium hydrogencarbonate). Solvent: C(C)#N (acetonitrile). Run at time 8 hour. Yields the product ClC1=C(CN2C(=C(C=3N(C(N(C(C32)=O)C)=O)C)F)N3C[C@@H](CCC3)NC(OC(C)(C)C)=O)C=CC=C1 (tert-Butyl {(3R)-1-[5-(2-chlorobenzyl)-7-fluoro-1,3-dimethyl-2,4-dioxo-2,3,4,5-tetrahydro-1H-pyrrolo[3,2-d]pyrimidin-6-yl]piperidin-3-yl}carbamate). Isolated yield 4.1%. RXN SMILES: [Xe][F:2].[Cl:3][C:4]1[CH:37]=[CH:36][CH:35]=[CH:34][C:5]=1[CH2:6][N:7]1[C:15]2[C:14](=[O:16])[N:13]([CH3:17])[C:12](=[O:18])[N:11]([CH3:19])[C:10]=2[CH:9]=[C:8]1[N:20]1[CH2:25][CH2:24][CH2:23][C@@H:22]([NH:26][C:27](=[O:33])[O:28][C:29]([CH3:32])([CH3:31])[CH3:30])[CH2:21]1.C(=O)([O-])O.[Na+]>C(#N)C>[Cl:3][C:4]1[CH:37]=[CH:36][CH:35]=[CH:34][C:5]=1[CH2:6][N:7]1[C:15]2[C:14](=[O:16])[N:13]([CH3:17])[C:12](=[O:18])[N:11]([CH3:19])[C:10]=2[C:9]([F:2])=[C:8]1[N:20]1[CH2:25][CH2:24][CH2:23][C@@H:22]([NH:26][C:27](=[O:33])[O:28][C:29]([CH3:31])([CH3:32])[CH3:30])[CH2:21]1 |f:2.3|. Reported procedure: Xenon fluoride (56 mg) was added to a solution of tert-butyl {(3R)-1-[5-(2-chlorobenzyl)-1,3-dimethyl-2,4-dioxo-2,3,4,5-tetrahydro-1H-pyrrolo[3,2-d]pyrimidin-6-yl]piperidin-3-yl}carbamate (1.00 g) in acetonitrile (10 ml), and the resulting mixture was stirred overnight at room temperature. After a saturated aqueous sodium hydrogencarbonate solution was added to the reaction solution, the acetonitrile was distilled off under reduced pressure, and the residue was extracted twice with chloroform (5... Reactants: CCCCO, O=C(c1ccccc1)c1ccc(C(Cl)(Cl)Cl)cc1, Cl, O. Product: CCCCOC(=O)c1ccc(C(=O)c2ccccc2)cc1. As a reaction SMILES: [CH2:19]([CH2:20][CH2:21][CH3:22])[OH:23].[Cl:1][C:2]([c:3]1[cH:4][cH:5][c:6]([C:7](=[O:8])[c:9]2[cH:10][cH:11][cH:12][cH:13][cH:14]2)[cH:15][cH:16]1)([Cl:17])[Cl:18].[ClH:24].[OH2:25]>>[C:2]([c:3]1[cH:4][cH:5][c:6]([C:7](=[O:8])[c:9]2[cH:10][cH:11][cH:12][cH:13][cH:14]2)[cH:15][cH:16]1)([O:23][CH2:19][CH2:20][CH2:21][CH3:22])=[O:25].